Dataset: the Open Reaction Database (ORD), a public repository of structured organic reaction records. Task: describe an organic reaction: reactants, conditions, products, and yield The reactants are COc1cc2[nH]c(=O)nc(C)c2c([N+](=O)[O-])c1OC, [NH4+], [OH-], O. RXN SMILES: [CH3:1][O:2][c:3]1[c:4]([N+:17]([O-:18])=[O:19])[c:5]2[c:6]([CH3:16])[n:7][c:8](=[O:15])[nH:9][c:10]2[cH:11][c:12]1[O:13][CH3:14].[NH4+:20].[OH-:21].[OH2:22]>>[CH3:1][O:2][c:3]1[c:4]([NH2:17])[c:5]2[c:6]([CH3:16])[n:7][c:8](=[O:15])[nH:9][c:10]2[cH:11][c:12]1[O:13][CH3:14]. Product: COc1cc2[nH]c(=O)nc(C)c2c(N)c1OC. The reactants are CCCN(CC(C)C)c1ccc(C(=O)OCC)cc1[N+](=O)[O-], CCOC(C)=O, [H][H]. Yields the product CCCN(CC(C)C)c1ccc(C(=O)OCC)cc1N. RXN SMILES: [CH2:1]([CH:2]([CH3:3])[CH3:4])[N:5]([c:6]1[c:7]([N+:17]([O-:18])=[O:19])[cH:8][c:9]([C:10](=[O:11])[O:12][CH2:13][CH3:14])[cH:15][cH:16]1)[CH2:20][CH2:21][CH3:22].[CH3:25][CH2:26][O:27][C:28]([CH3:29])=[O:30].[H:23][H:24]>>[CH2:1]([CH:2]([CH3:3])[CH3:4])[N:5]([c:6]1[c:7]([NH2:17])[cH:8][c:9]([C:10](=[O:11])[O:12][CH2:13][CH3:14])[cH:15][cH:16]1)[CH2:20][CH2:21][CH3:22]. The reactants are Cl.N[C@H]1CN(CC1)C(=O)OC1C2CC3CC(CC1C3)C2 ((R)-2-adamantyl 3-aminopyrrolidine-1-carboxylate HCl salt), ClC(=O)OC(C)C (isopropyl chloroformate). Yields the product C(C)(C)OC(=O)N[C@H]1CN(CC1)C(=O)OC1C2CC3CC(CC1C3)C2 ((R)-(2-adamantyl) 3-(isopropoxycarbonylamino)pyrrolidine-1-carboxylate). Reaction SMILES: Cl.[NH2:2][C@@H:3]1[CH2:7][CH2:6][N:5]([C:8]([O:10][CH:11]2[CH:18]3[CH2:19][CH:14]4[CH2:15][CH:16]([CH2:20][CH:12]2[CH2:13]4)[CH2:17]3)=[O:9])[CH2:4]1.Cl[C:22]([O:24][CH:25]([CH3:27])[CH3:26])=[O:23]>>[CH:25]([O:24][C:22]([NH:2][C@@H:3]1[CH2:7][CH2:6][N:5]([C:8]([O:10][CH:11]2[CH:12]3[CH2:13][CH:14]4[CH2:15][CH:16]([CH2:17][CH:18]2[CH2:19]4)[CH2:20]3)=[O:9])[CH2:4]1)=[O:23])([CH3:27])[CH3:26] |f:0.1|. Procedure details: The title compound was prepared from (R)-2-adamantyl 3-aminopyrrolidine-1-carboxylate HCl salt and isopropyl chloroformate following a procedure analogous to that described in Example 3 Step 2. LC-MS Method 1 tR=1.98 min, m/z=351; 1H NMR (CDCl3) 1.24 (d, 6H), 1.57 (d, 2H), 1.70-2.00 (13H), 2.18 (m, 1H), 3.16 (1H), 3.49 (m, 2H), 3.69 (m, 1H), 4.24 (m, 1H), 4.74 (1H), 4.82 (s, 1H), 4.93 (m, 1H) Reactants: [BH4-], CCO, COc1cc2c(c(Cl)c1Cl)SC(C)C2=O, [Na+]. Product: COc1cc2c(c(Cl)c1Cl)SC(C)C2O. Reaction SMILES: [BH4-:1].[CH3:18][CH2:19][OH:20].[Cl:3][c:4]1[c:5]([O:16][CH3:17])[cH:6][c:7]2[c:8]([c:14]1[Cl:15])[S:9][CH:10]([CH3:13])[C:11]2=[O:12].[Na+:2]>>[Cl:3][c:4]1[c:5]([O:16][CH3:17])[cH:6][c:7]2[c:8]([c:14]1[Cl:15])[S:9][CH:10]([CH3:13])[CH:11]2[OH:12]. The reactants are CP(OCC)(=O)C1=C(C=CC(=C1)Cl)[N+](=O)[O-] (Ethyl P-methyl-2-nitro-5-chlorophenylphosphinate). Reagents/catalysts: [Pd] (palladium on carbon). Solvent: CO (methanol). Reaction conditions: time 1 hour. The product is CP(OCC)(=O)C1=C(C=CC(=C1)Cl)N (ethyl P-methyl-2-amino-5-chlorophenylphosphinate). RXN SMILES: [CH3:1][P:2]([C:7]1[CH:12]=[C:11]([Cl:13])[CH:10]=[CH:9][C:8]=1[N+:14]([O-])=O)(=[O:6])[O:3][CH2:4][CH3:5]>CO.[Pd]>[CH3:1][P:2]([C:7]1[CH:12]=[C:11]([Cl:13])[CH:10]=[CH:9][C:8]=1[NH2:14])(=[O:6])[O:3][CH2:4][CH3:5]. Procedure details: Ethyl P-methyl-2-nitro-5-chlorophenylphosphinate (1.7 g, 7.5 mmol) dissolved in methanol (25 ml) is added to 200 mg of 5% palladium on carbon. The mixture is hydrogenated at 32 psi for 1 hour. The catalyst is then filtered off and the filtrate is evaporated to dryness to give ethyl P-methyl-2-amino-5-chlorophenylphosphinate. The reactants are BrC1=CC=2C3=C(C=NC2C=C1)N(C(N3C3=CC=C(C=C3)C(C)(C)C#N)=NC#N)C (N-(8-bromo-1-(4-(2-cyanopropan-2-yl)phenyl)-3-methyl-1H-imidazo[4,5-c]quinolin-2(3H)-ylidene)cyanamide), FC1=C(C=CC(=C1)F)S(=O)(=O)NC=1C(=NC=C(C1)B1OC(C(O1)(C)C)(C)C)OC (2,4-difluoro-N-(2-methoxy-5-(4,4,5,5-tetramethyl-1,3,2-dioxaborolan-2-yl)pyridin-3-yl)benzenesulfonamide), C([O-])([O-])=O.[Na+].[Na+] (sodium carbonate), palladium dichlorobis triphenylphosphine. Solvent: CN(C)C=O (DMF). Run at temperature 111 celsius. Yields the product C(#N)N=C1N(C2=C(C=NC=3C=CC(=CC23)C=2C=C(C(=NC2)OC)NS(=O)(=O)C2=C(C=C(C=C2)F)F)N1C)C1=CC=C(C=C1)C(C)(C)C#N (N-(5-(2-(cyanoimino)-1-(4-(2-cyanopropan-2-yl)phenyl)-3-methyl-2,3-dihydro-1H-imidazo[4,5-c]quinolin-8-yl)-2-methoxypyridin-3-yl)-2,4-difluorobenzenesulfonamide). RXN SMILES: Br[C:2]1[CH:11]=[CH:10][C:9]2[N:8]=[CH:7][C:6]3[N:12]([CH3:29])[C:13](=[N:26][C:27]#[N:28])[N:14]([C:15]4[CH:20]=[CH:19][C:18]([C:21]([C:24]#[N:25])([CH3:23])[CH3:22])=[CH:17][CH:16]=4)[C:5]=3[C:4]=2[CH:3]=1.[F:30][C:31]1[CH:36]=[C:35]([F:37])[CH:34]=[CH:33][C:32]=1[S:38]([NH:41][C:42]1[C:43]([O:57][CH3:58])=[N:44][CH:45]=[C:46](B2OC(C)(C)C(C)(C)O2)[CH:47]=1)(=[O:40])=[O:39].C(=O)([O-])[O-].[Na+].[Na+]>CN(C=O)C>[C:27]([N:26]=[C:13]1[N:12]([CH3:29])[C:6]2[CH:7]=[N:8][C:9]3[CH:10]=[CH:11][C:2]([C:46]4[CH:47]=[C:42]([NH:41][S:38]([C:32]5[CH:33]=[CH:34][C:35]([F:37])=[CH:36][C:31]=5[F:30])(=[O:40])=[O:39])[C:43]([O:57][CH3:58])=[N:44][CH:45]=4)=[CH:3][C:4]=3[C:5]=2[N:14]1[C:15]1[CH:16]=[CH:17][C:18]([C:21]([C:24]#[N:25])([CH3:22])[CH3:23])=[CH:19][CH:20]=1)#[N:28] |f:2.3.4|. Reported procedure: To the stirred solution N-(8-bromo-1-(4-(2-cyanopropan-2-yl)phenyl)-3-methyl-1H-imidazo[4,5-c]quinolin-2(3H)-ylidene)cyanamide (0.211 mmol) in dry DMF (5 ml) was added 2,4-difluoro-N-(2-methoxy-5-(4,4,5,5-tetramethyl-1,3,2-dioxaborolan-2-yl)pyridin-3-yl)benzenesulfonamide (0.390 mmol) followed by catalyst palladium dichlorobis triphenylphosphine (0.021 mmol). Saturated solution of sodium carbonate (0.780 mmol) was added to it and the resulting solution was heated to 111° C. for 8 minutes in micr... Starting materials: COC(=O)CC(=O)OC, [Cl-], ClCCCl, N#Cc1cccc([N+](=O)[O-])c1. The product is COC(=O)C(C(=O)OC)=C(N)c1cccc([N+](=O)[O-])c1. As a reaction SMILES: [C:1]([CH2:2][C:3](=[O:4])[O:5][CH3:6])(=[O:7])[O:8][CH3:9].[Cl-:21].[Cl:22][CH2:23][CH2:24][Cl:25].[N+:10](=[O:11])([O-:12])[c:13]1[cH:14][c:15]([C:16]#[N:17])[cH:18][cH:19][cH:20]1>>[C:1]([C:2]([C:3](=[O:4])[O:5][CH3:6])=[C:16]([c:15]1[cH:14][c:13]([N+:10](=[O:11])[O-:12])[cH:20][cH:19][cH:18]1)[NH2:17])(=[O:7])[O:8][CH3:9]. Starting materials: COC(=O)COc1ccc(CCCCNC(=O)OC(C)(C)C)cc1, CO, [K+], [OH-]. Product: CC(C)(C)OC(=O)NCCCCc1ccc(OCC(=O)O)cc1. As a reaction SMILES: [CH3:1][O:2][C:3]([CH2:4][O:5][c:6]1[cH:7][cH:8][c:9]([CH2:12][CH2:13][CH2:14][CH2:15][NH:16][C:17](=[O:18])[O:19][C:20]([CH3:21])([CH3:22])[CH3:23])[cH:10][cH:11]1)=[O:24].[CH3:27][OH:28].[K+:26].[OH-:25]>>[O:2]=[C:3]([CH2:4][O:5][c:6]1[cH:7][cH:8][c:9]([CH2:12][CH2:13][CH2:14][CH2:15][NH:16][C:17](=[O:18])[O:19][C:20]([CH3:21])([CH3:22])[CH3:23])[cH:10][cH:11]1)[OH:24]. Reaction SMILES: Br[C:2]1[CH:10]=[CH:9][C:5]([C:6]([OH:8])=[O:7])=[CH:4][C:3]=1[N+:11]([O-:13])=[O:12].[C:14]1(OB(O)O)[CH:19]=[CH:18][CH:17]=[CH:16][CH:15]=1.C(=O)([O-])[O-].[Cs+].[Cs+]>O1CCOCC1>[N+:11]([C:3]1[CH:4]=[C:5]([CH:9]=[CH:10][C:2]=1[C:14]1[CH:19]=[CH:18][CH:17]=[CH:16][CH:15]=1)[C:6]([OH:8])=[O:7])([O-:13])=[O:12] |f:2.3.4|. The solvent is O1CCOCC1 (1,4-dioxane). The reactants are BrC1=C(C=C(C(=O)O)C=C1)[N+](=O)[O-] (4-Bromo-3-nitrobenzoic acid), C1(=CC=CC=C1)OB(O)O (phenyl boric acid), C([O-])([O-])=O.[Cs+].[Cs+] (cesium carbonate). Reported procedure: 4-Bromo-3-nitrobenzoic acid (1.0 g, 2.5 mmol) was dissolved in 1,4-dioxane (30 mL), and, thereto were added phenyl boric acid (610 mg, 5.0 mmol), cesium carbonate (6.5 g, 20.0 mmol), 1,1-[bis(diphenylphosphino)ferrocene]dichloropalladium(II) dichloromethane complex (204 mg, 0.10 mmol), and purified water (10 mL). The reaction mixture was stirred under a nitrogen flow at 80° C. overnight. The reaction solution was filtered through celite, alumina, and Florisil, and, thereafter, was extracted with... Run at temperature 80 celsius, time 8 hour. The product is [N+](=O)([O-])C=1C=C(C(=O)O)C=CC1C1=CC=CC=C1 (3-nitro-4-phenylbenzoic acid), crude material.